Task: describe an organic reaction: reactants, conditions, products, and yield. Dataset: the Open Reaction Database (ORD), a public repository of structured organic reaction records Reactants: COC(CCC1=CN(C2=CC=C(C=C12)Br)S(=O)(=O)C1=CC=CC=C1)=O (3-(1-Benzenesulfonyl-5-bromo-1H-indol-3-yl)-propionic acid methyl ester), C1(=CC=CC=C1)B(O)O (Phenyl boronic acid). Yields the product COC(CCC1=CN(C2=CC=C(C=C12)C1=CC=CC=C1)S(=O)(=O)C1=CC=CC=C1)=O (3-(1-Benzenesulfonyl-5-pheyl-1H-indol-3-yl) propionic acid methyl ester). As a reaction SMILES: [CH3:1][O:2][C:3](=[O:25])[CH2:4][CH2:5][C:6]1[C:14]2[C:9](=[CH:10][CH:11]=[C:12](Br)[CH:13]=2)[N:8]([S:16]([C:19]2[CH:24]=[CH:23][CH:22]=[CH:21][CH:20]=2)(=[O:18])=[O:17])[CH:7]=1.[C:26]1(B(O)O)[CH:31]=[CH:30][CH:29]=[CH:28][CH:27]=1>>[CH3:1][O:2][C:3](=[O:25])[CH2:4][CH2:5][C:6]1[C:14]2[C:9](=[CH:10][CH:11]=[C:12]([C:26]3[CH:31]=[CH:30][CH:29]=[CH:28][CH:27]=3)[CH:13]=2)[N:8]([S:16]([C:19]2[CH:24]=[CH:23][CH:22]=[CH:21][CH:20]=2)(=[O:18])=[O:17])[CH:7]=1. Reported procedure: The ester 93 was prepared from the methyl ester 89 by following the procedure as described in example 70 by substituting 3-Thienyl boronic acid with Phenyl boronic acid, (M+1=420).